Dataset: the Open Reaction Database (ORD), a public repository of structured organic reaction records. Task: describe an organic reaction: reactants, conditions, products, and yield The reactants are C(OC1(C(N(C2=CC=C(C=C12)C#N)S(=O)(=O)C1=C(C=C(C=C1)OC)OC)=O)C1=C(C=CC=C1)OCC)(OC1=CC=CC=C1)=O (5-Cyano-1-(2,4-dimethoxybenzenesulfonyl)-3-(2-ethoxyphenyl)-2-oxo-2,3-dihydro-1-H-indol-3-yl phenyl carbonate), CC1=CC=CC(=N1)N1CCNCC1 (1-(6-methylpyridin-2-yl)piperazine), ice water K2CO3. Solvent: CN(C)C=O (DMF). Product: CC1=CC=CC(=N1)N1CCN(CC1)C(=O)OC1(C(N(C2=CC=C(C=C12)C#N)S(=O)(=O)C1=C(C=C(C=C1)OC)OC)=O)C1=C(C=CC=C1)OCC (5-Cyano-1-(2,4-dimethoxybenzenesulfonyl)-3-(2-ethoxyphenyl)-2-oxo-2,3-dihydro-1H-indol-3-yl 4-(6-methylpyridin-2-yl)piperazine-1-carboxylate). The yield is 89.6%. RXN SMILES: [C:1](=O)([O:37]C1C=CC=CC=1)[O:2][C:3]1([C:28]2[CH:33]=[CH:32][CH:31]=[CH:30][C:29]=2[O:34][CH2:35][CH3:36])[C:11]2[C:6](=[CH:7][CH:8]=[C:9]([C:12]#[N:13])[CH:10]=2)[N:5]([S:14]([C:17]2[CH:22]=[CH:21][C:20]([O:23][CH3:24])=[CH:19][C:18]=2[O:25][CH3:26])(=[O:16])=[O:15])[C:4]1=[O:27].[CH3:45][C:46]1[N:51]=[C:50]([N:52]2[CH2:57][CH2:56][NH:55][CH2:54][CH2:53]2)[CH:49]=[CH:48][CH:47]=1>CN(C=O)C>[CH3:45][C:46]1[N:51]=[C:50]([N:52]2[CH2:57][CH2:56][N:55]([C:1]([O:2][C:3]3([C:28]4[CH:33]=[CH:32][CH:31]=[CH:30][C:29]=4[O:34][CH2:35][CH3:36])[C:11]4[C:6](=[CH:7][CH:8]=[C:9]([C:12]#[N:13])[CH:10]=4)[N:5]([S:14]([C:17]4[CH:22]=[CH:21][C:20]([O:23][CH3:24])=[CH:19][C:18]=4[O:25][CH3:26])(=[O:16])=[O:15])[C:4]3=[O:27])=[O:37])[CH2:54][CH2:53]2)[CH:49]=[CH:48][CH:47]=1. Procedure: 0.1 g (0.16 mmol) of intermediate 1d and 115 mg (0.65 mmol) of 1-(6-methylpyridin-2-yl)piperazine were stirred in 3 ml of DMF at 100° C. for 20 minutes. The reaction mixture was then poured into 30 ml of ice-water/K2CO3. The resulting precipitate was isolated and crystallized from a little methanol, resulting 0.1 g of the product. The reactants are C(C)(=O)NC1=CC=C(C(=O)NC2=NN(C=C2NC(OC(C)(C)C)=O)C2=CC=CC=C2)C=C1 (tert-butyl (3-{[4-(acetylamino)benzoyl]amino}-1-phenyl-1H-pyrazol-4-yl)carbamate), [B-](F)(F)(F)F.[B-](F)(F)(F)F.C1C[N+]2(CC[N+]1(CC2)CCl)F (selectfluor). The solvent is C(Cl)Cl (methylene chloride), CN(C=O)C (dimethylformamide). Reaction conditions: time 8 hour. Yields the product C(C)(=O)NC1=CC=C(C(=O)NC2=NN(C(=C2N)F)C2=CC=CC=C2)C=C1 (4-(acetylamino)-N-(4-amino-5-fluoro-1-phenyl-1H-pyrazol-3-yl)benzamide). RXN SMILES: [C:1]([NH:4][C:5]1[CH:32]=[CH:31][C:8]([C:9]([NH:11][C:12]2[C:16]([NH:17]C(=O)OC(C)(C)C)=[CH:15][N:14]([C:25]3[CH:30]=[CH:29][CH:28]=[CH:27][CH:26]=3)[N:13]=2)=[O:10])=[CH:7][CH:6]=1)(=[O:3])[CH3:2].[B-](F)(F)(F)[F:34].[B-](F)(F)(F)F.C1[N+]2(CCl)CC[N+](F)(CC2)C1>C(Cl)Cl.CN(C)C=O>[C:1]([NH:4][C:5]1[CH:32]=[CH:31][C:8]([C:9]([NH:11][C:12]2[C:16]([NH2:17])=[C:15]([F:34])[N:14]([C:25]3[CH:30]=[CH:29][CH:28]=[CH:27][CH:26]=3)[N:13]=2)=[O:10])=[CH:7][CH:6]=1)(=[O:3])[CH3:2] |f:1.2.3|. Procedure details: To a solution of tert-butyl (3-{[4-(acetylamino)benzoyl]amino}-1-phenyl-1H-pyrazol-4-yl)carbamate (15 mg, 0.034 mmol) in methylene chloride (1 mL) and dimethylformamide (1 mL) was added selectfluor (24 mg, 0.069 mmol) and the resulting solution was stirred overnight at rt. The reaction was evaporated to dryness and purified by reverse phase LC to give the desired product as white solid. ESIMS calcd 454.18 (M++H), found 454.2 (M++H). The reactants are C1CCOC1, [H-], [Na+], O, Cc1ccc(S(=O)(=O)Cl)cc1, O=Cc1cc[nH]n1. Product: Cc1ccc(S(=O)(=O)n2ccc(C=O)n2)cc1. As a reaction SMILES: [CH2:21]1[O:22][CH2:23][CH2:24][CH2:25]1.[H-:9].[Na+:8].[OH2:26].[c:10]1([CH3:20])[cH:11][cH:12][c:13]([S:16](=[O:17])(=[O:18])[Cl:19])[cH:14][cH:15]1.[nH:1]1[n:2][c:3]([CH:6]=[O:7])[cH:4][cH:5]1>>[n:1]1([S:16]([c:13]2[cH:12][cH:11][c:10]([CH3:20])[cH:15][cH:14]2)(=[O:17])=[O:18])[n:2][c:3]([CH:6]=[O:7])[cH:4][cH:5]1. The reactants are ClCCl, CCCCNc1nc(N)nc(C)c1Cc1ccc(CO)cc1OC, [Na+], O=C([O-])O, O=S(Cl)Cl. Yields the product CCCCNc1nc(N)nc(C)c1Cc1ccc(CCl)cc1OC. As a reaction SMILES: [Cl:34][CH2:35][Cl:36].[NH2:1][c:2]1[n:3][c:4]([CH3:24])[c:5]([CH2:13][c:14]2[c:15]([O:22][CH3:23])[cH:16][c:17]([CH2:20][OH:21])[cH:18][cH:19]2)[c:6]([NH:8][CH2:9][CH2:10][CH2:11][CH3:12])[n:7]1.[Na+:33].[O-:29][C:30]([OH:31])=[O:32].[S:25]([Cl:26])([Cl:27])=[O:28]>>[NH2:1][c:2]1[n:3][c:4]([CH3:24])[c:5]([CH2:13][c:14]2[c:15]([O:22][CH3:23])[cH:16][c:17]([CH2:20][Cl:27])[cH:18][cH:19]2)[c:6]([NH:8][CH2:9][CH2:10][CH2:11][CH3:12])[n:7]1.